From a dataset of the Open Reaction Database (ORD), a public repository of structured organic reaction records. describe an organic reaction: reactants, conditions, products, and yield Reactants: C1CCOC1, CC#N, CCOC(=O)C(F)(F)F, [H-], [Na+]. Yields the product N#CCC(=O)C(F)(F)F. RXN SMILES: [CH2:15]1[O:16][CH2:17][CH2:18][CH2:19]1.[CH3:10][C:11]#[N:12].[F:1][C:2]([C:3]([O:5][CH2:4][CH3:6])=[O:7])([F:8])[F:9].[H-:14].[Na+:13]>>[F:1][C:2]([C:3](=[O:5])[CH2:10][C:11]#[N:12])([F:8])[F:9]. The reactants are COc1cc2c(Cl)ncnc2cc1O, ClCCl, CN1CCN(CCCO)C(=O)C1, c1ccc(P(c2ccccc2)c2ccccc2)cc1. Yields the product COc1cc2c(Cl)ncnc2cc1OCCCN1CCN(C)CC1=O. RXN SMILES: [Cl:1][c:2]1[n:3][cH:4][n:5][c:6]2[cH:7][c:8]([OH:14])[c:9]([O:12][CH3:13])[cH:10][c:11]12.[Cl:46][CH2:47][Cl:48].[OH:15][CH2:16][CH2:17][CH2:18][N:19]1[C:20](=[O:26])[CH2:21][N:22]([CH3:25])[CH2:23][CH2:24]1.[c:27]1([P:28]([c:29]2[cH:30][cH:31][cH:32][cH:33][cH:34]2)[c:35]2[cH:36][cH:37][cH:38][cH:39][cH:40]2)[cH:41][cH:42][cH:43][cH:44][cH:45]1>>[Cl:1][c:2]1[n:3][cH:4][n:5][c:6]2[cH:7][c:8]([O:14][CH2:16][CH2:17][CH2:18][N:19]3[C:20](=[O:26])[CH2:21][N:22]([CH3:25])[CH2:23][CH2:24]3)[c:9]([O:12][CH3:13])[cH:10][c:11]12. Reactants: C(C)OC(\C=C(\C)/NC1=CC(=C(C=C1)Br)OC)=O ((Z)-3-(4-bromo-3-methoxy-phenylamino)-but-2-enoic acid ethyl ester). Yields the product BrC=1C=C2C(=CC(=NC2=CC1OC)C)O (6-bromo-7-methoxy-2-methyl-quinolin-4-ol). Procedure: A suspension of 6.6 g (21 mmol) of (Z)-3-(4-bromo-3-methoxy-phenylamino)-but-2-enoic acid ethyl ester in 40 ml of Dowtherm A were heated under stirring at 220° C. for 7.5 h after which time TLC analysis indicated completion of the reaction. The mixture was cooled to RT under stirring and the solvent was decanted off. The remaining solid residue was triturated with hexane, filtered off by suction and dried in a high vacuum to give 4.7 g (84%) of the 6-bromo-7-methoxy-2-methyl-quinolin-4-ol as a d... Conditions: temperature 220 celsius, time 7.5 hour. Yield: 83.5%. RXN SMILES: C(O[C:4](=[O:18])/[CH:5]=[C:6](\[NH:8][C:9]1[CH:14]=[CH:13][C:12]([Br:15])=[C:11]([O:16][CH3:17])[CH:10]=1)/[CH3:7])C>C1C=CC(C2C=CC=CC=2)=CC=1.C1C=CC(OC2C=CC=CC=2)=CC=1>[Br:15][C:12]1[CH:13]=[C:14]2[C:9](=[CH:10][C:11]=1[O:16][CH3:17])[N:8]=[C:6]([CH3:7])[CH:5]=[C:4]2[OH:18] |f:1.2|. Run in C1=CC=C(C=C1)C2=CC=CC=C2.C1=CC=C(C=C1)OC2=CC=CC=C2 (Dowtherm A). The reactants are N (ammonia), ClC1=C(C=CC=C1)C1=NCC(N(C2=C1C=C(C=C2)[N+](=O)[O-])COC)=O (5-(2-chlorophenyl)-1,3-dihydro-1-methoxymethyl-7-nitro-2H-1,4-benzodiazepin-2-one), stannous chloride dihydrate, O1CCCC1 (tetrahydrofuran), O.O.O.C(C)(=O)[O-].[Na+] (sodium acetate trihydrate). The solvent is CO (methanol), C(Cl)Cl (methylene chloride). Yields the product ClC1=C(C=CC=C1)C1=NCC(N(C2=C1C=C(C=C2)NO)COC)=O (5-(2-chlorophenyl)-1,3-dihydro-7-hydroxyamino-1-methoxymethyl-2H-1,4-benzodiazepin-2-one). Reaction SMILES: [Cl:1][C:2]1[CH:7]=[CH:6][CH:5]=[CH:4][C:3]=1[C:8]1[C:14]2[CH:15]=[C:16]([N+:19]([O-])=[O:20])[CH:17]=[CH:18][C:13]=2[N:12]([CH2:22][O:23][CH3:24])[C:11](=[O:25])[CH2:10][N:9]=1.O1CCCC1.O.O.O.C([O-])(=O)C.[Na+].N>C(Cl)Cl.CO>[Cl:1][C:2]1[CH:7]=[CH:6][CH:5]=[CH:4][C:3]=1[C:8]1[C:14]2[CH:15]=[C:16]([NH:19][OH:20])[CH:17]=[CH:18][C:13]=2[N:12]([CH2:22][O:23][CH3:24])[C:11](=[O:25])[CH2:10][N:9]=1 |f:2.3.4.5.6|. Reported procedure: A mixture of 3.6 g. (0.01 mol) of 5-(2-chlorophenyl)-1,3-dihydro-1-methoxymethyl-7-nitro-2H-1,4-benzodiazepin-2-one, 100 ml. of tetrahydrofuran, 50 ml. of methanol, 13.6 g. of sodium acetate trihydrate and 11.25 g. of stannous chloride dihydrate was stirred under nitrogen for 5 hours. 500 ml. of methylene chloride and 10 ml. of concentrated ammonia was added. The inorganic material was separated by filtration. The filtrate was washed with 1N sodium hydroxide solution, dried over sodium sulfate a... Reactants: [OH-].[Na+] (sodium hydroxide), N(=NC(=O)OCC)C(=O)OCC (diethyl azodicarboxylate), OC1=CC=C(CN2C=C(C(=C2)C2=CC=CC=C2)CCC(=O)OCC)C=C1 (ethyl 3-[1-(4-hydroxybenzyl)-4-phenyl-3-pyrrolyl]propionate), CC1=C(N=C(O1)C1=CC=CC=C1)CCO (2-(5-methyl-2-phenyl-4-oxazolyl)ethanol), C1(=CC=CC=C1)P(C1=CC=CC=C1)C1=CC=CC=C1 (triphenylphosphine). Solvent: C(C)O (ethanol), O1CCCC1 (tetrahydrofuran), O1CCCC1 (tetrahydrofuran), C1(=CC=CC=C1)C (toluene). Reaction conditions: time 2 hour. The product is CC1=C(N=C(O1)C1=CC=CC=C1)CCOC1=CC=C(CN2C=C(C(=C2)C2=CC=CC=C2)CCC(=O)O)C=C1 (3-[1-[4-[2-(5-methyl-2-phenyl-4-oxazolyl)ethoxy]benzyl]-4-phenyl-3-pyrrolyl]propionic acid). Isolated yield 66.1%. RXN SMILES: N(C(OCC)=O)=NC(OCC)=O.[OH:13][C:14]1[CH:38]=[CH:37][C:17]([CH2:18][N:19]2[CH:23]=[C:22]([C:24]3[CH:29]=[CH:28][CH:27]=[CH:26][CH:25]=3)[C:21]([CH2:30][CH2:31][C:32]([O:34]CC)=[O:33])=[CH:20]2)=[CH:16][CH:15]=1.[CH3:39][C:40]1[O:44][C:43]([C:45]2[CH:50]=[CH:49][CH:48]=[CH:47][CH:46]=2)=[N:42][C:41]=1[CH2:51][CH2:52]O.C1(P(C2C=CC=CC=2)C2C=CC=CC=2)C=CC=CC=1.[OH-].[Na+]>C(O)C.O1CCCC1.C1(C)C=CC=CC=1>[CH3:39][C:40]1[O:44][C:43]([C:45]2[CH:46]=[CH:47][CH:48]=[CH:49][CH:50]=2)=[N:42][C:41]=1[CH2:51][CH2:52][O:13][C:14]1[CH:38]=[CH:37][C:17]([CH2:18][N:19]2[CH:23]=[C:22]([C:24]3[CH:25]=[CH:26][CH:27]=[CH:28][CH:29]=3)[C:21]([CH2:30][CH2:31][C:32]([OH:34])=[O:33])=[CH:20]2)=[CH:16][CH:15]=1 |f:4.5|. Procedure: A toluene solution (5.66 g) of 40% diethyl azodicarboxylate was added dropwise slowly to a mixture of ethyl 3-[1-(4-hydroxybenzyl)-4-phenyl-3-pyrrolyl]propionate (2.84 g), 2-(5-methyl-2-phenyl-4-oxazolyl)ethanol (2.48 g), triphenylphosphine (3.31 g) and tetrahydrofuran (25 ml) at room temperature. After the above solution was stirred at room temperature for 2 hours, the reaction solvent was removed under reduced pressure. The residue was subjected to silica gel column chromatography, and an oily... Reactants: CC(C)(C)OC(=O)NC(=S)NC(=O)OC(C)(C)C, C[n+]1ccccc1Cl, CCOC(C)=O, CCN(C(C)C)C(C)C, ClCCl, Nc1cccc(-c2ncccc2C(F)(F)F)c1, [I-]. Product: CC(C)(C)OC(=O)NC(=Nc1cccc(-c2ncccc2C(F)(F)F)c1)NC(=O)OC(C)(C)C. As a reaction SMILES: [C:18]([CH3:19])([CH3:20])([CH3:21])[O:22][C:23](=[O:24])[NH:25][C:26](=[S:27])[NH:28][C:29](=[O:30])[O:31][C:32]([CH3:33])([CH3:34])[CH3:35].[CH3:46][n+:47]1[cH:48][cH:49][cH:50][cH:51][c:52]1[Cl:53].[CH3:57][CH2:58][O:59][C:60](=[O:61])[CH3:62].[CH:36]([N:37]([CH:38]([CH3:39])[CH3:40])[CH2:41][CH3:42])([CH3:43])[CH3:44].[Cl:54][CH2:55][Cl:56].[F:1][C:2]([c:3]1[c:4](-[c:9]2[cH:10][c:11]([NH2:12])[cH:13][cH:14][cH:15]2)[n:5][cH:6][cH:7][cH:8]1)([F:16])[F:17].[I-:45]>>[F:1][C:2]([c:3]1[c:4](-[c:9]2[cH:10][c:11]([N:12]=[C:26]([NH:25][C:23]([O:22][C:18]([CH3:19])([CH3:20])[CH3:21])=[O:24])[NH:28][C:29](=[O:30])[O:31][C:32]([CH3:33])([CH3:34])[CH3:35])[cH:13][cH:14][cH:15]2)[n:5][cH:6][cH:7][cH:8]1)([F:16])[F:17]. The reactants are CCO, [Cl-], Clc1ncncc1Oc1ccccc1, N, [NH4+]. Yields the product Nc1ncncc1Oc1ccccc1. As a reaction SMILES: [CH3:18][CH2:19][OH:20].[Cl-:2].[Cl:4][c:5]1[n:6][cH:7][n:8][cH:9][c:10]1[O:11][c:12]1[cH:13][cH:14][cH:15][cH:16][cH:17]1.[NH3:1].[NH4+:3]>>[NH2:1][c:5]1[n:6][cH:7][n:8][cH:9][c:10]1[O:11][c:12]1[cH:13][cH:14][cH:15][cH:16][cH:17]1.